From a dataset of the Open Reaction Database (ORD), a public repository of structured organic reaction records. describe an organic reaction: reactants, conditions, products, and yield The reactants are C=CC(=O)Cl, CCOC(C)=O, [Cl-], NC(CCC(=O)O)C(=O)O, [Na+], [Na+], [OH-], O. Product: C=CC(=O)NC(CCC(=O)O)C(=O)O. RXN SMILES: [C:13]([CH:14]=[CH2:15])(=[O:16])[Cl:17].[CH3:20][CH2:21][O:22][C:23](=[O:24])[CH3:25].[Cl-:19].[NH2:3][CH:4]([CH2:5][CH2:6][C:7]([OH:8])=[O:9])[C:10]([OH:11])=[O:12].[Na+:18].[Na+:2].[OH-:1].[OH2:26]>>[NH:3]([CH:4]([CH2:5][CH2:6][C:7]([OH:8])=[O:9])[C:10]([OH:11])=[O:12])[C:13]([CH:14]=[CH2:15])=[O:16].